Dataset: the Open Reaction Database (ORD), a public repository of structured organic reaction records. Task: describe an organic reaction: reactants, conditions, products, and yield Reactants: [Cl-].[Ce+3].[Cl-].[Cl-] (cerium chloride), C(C1=CC=CC=C1)N1CC2C(CCC(C2(C1)C(=O)OC)C1=CC=CC=C1)=O (methyl (3aRS,4SR,7aRS)-2-benzyl-7-oxo-4-phenyloctahydroisoindole-3a-carboxylate), BrC=1C=C(C=CC1)OC (3-bromoanisole), [Mg] (magnesium). The solvent is C(C)OCC (diethyl ether), C(C)OCC (diethyl ether). Yields the product C(C1=CC=CC=C1)N1CC2C(CCC(C2(C1)C(=O)OC)C1=CC=CC=C1)(C1=CC(=CC=C1)OC)O (methyl (3aRS,4SR,7RS,7aRS)-2-benzyl-7-hydroxy-7-(3-methoxyphenyl)-4-phenyloctahydroisoindole-3a-carboxylate). Yield: 48.5%. RXN SMILES: Br[C:2]1[CH:3]=[C:4]([O:8][CH3:9])[CH:5]=[CH:6][CH:7]=1.[Mg].[Cl-].[Ce+3].[Cl-].[Cl-].[CH2:15]([N:22]1[CH2:30][C:29]2([C:31]([O:33][CH3:34])=[O:32])[CH:24]([C:25](=[O:41])[CH2:26][CH2:27][CH:28]2[C:35]2[CH:40]=[CH:39][CH:38]=[CH:37][CH:36]=2)[CH2:23]1)[C:16]1[CH:21]=[CH:20][CH:19]=[CH:18][CH:17]=1>C(OCC)C>[CH2:15]([N:22]1[CH2:30][C:29]2([C:31]([O:33][CH3:34])=[O:32])[CH:24]([C:25]([OH:41])([C:2]3[CH:7]=[CH:6][CH:5]=[C:4]([O:8][CH3:9])[CH:3]=3)[CH2:26][CH2:27][CH:28]2[C:35]2[CH:36]=[CH:37][CH:38]=[CH:39][CH:40]=2)[CH2:23]1)[C:16]1[CH:21]=[CH:20][CH:19]=[CH:18][CH:17]=1 |f:2.3.4.5|. Reported procedure: By carrying out the reaction as in Stage A of Example 6, but from 1.56 cm3 (12.4 mmol) of 3-bromoanisole and from 302 mg (12.4 mmol) of magnesium turnings at reflux for one hour in 5 cm3 of dry diethyl ether, followed successively by 1.02 g (4.13 mmol) of anhydrous cerium chloride and by a solution of 1.5 g (4.13 mmol) of methyl (3aRS,4SR,7aRS)-2-benzyl-7-oxo-4-phenyloctahydroisoindole-3a-carboxylate, obtained in Stage B of Example 1, in 8 cm3 of diethyl ether, 945 mg (48%) of methyl (3aRS,4SR,7... The reactants are COS(=O)(=O)OC, CN(C)C=O, CC(C)OC(=O)c1cc(-n2c(=O)[nH]cc(C#N)c2=O)c(F)cc1Cl. Yields the product CC(C)OC(=O)c1cc(-n2c(=O)c(C#N)cn(C)c2=O)c(F)cc1Cl. Reaction SMILES: [CH3:25][O:26][S:27]([O:28][CH3:29])(=[O:30])=[O:31].[CH3:32][N:33]([CH3:34])[CH:35]=[O:36].[Cl:1][c:2]1[c:3]([C:4](=[O:5])[O:6][CH:7]([CH3:8])[CH3:9])[cH:10][c:11](-[n:15]2[c:16](=[O:24])[nH:17][cH:18][c:19]([C:22]#[N:23])[c:20]2=[O:21])[c:12]([F:14])[cH:13]1>>[Cl:1][c:2]1[c:3]([C:4](=[O:5])[O:6][CH:7]([CH3:8])[CH3:9])[cH:10][c:11](-[n:15]2[c:16](=[O:24])[n:17]([CH3:25])[cH:18][c:19]([C:22]#[N:23])[c:20]2=[O:21])[c:12]([F:14])[cH:13]1. Starting materials: ClC1=NC=C(C(=N1)NC1=NNC(=C1)OC(C)C)[N+](=O)[O-] (2-chloro-N-(5-isopropoxy-1H-pyrazol-3-yl)-5-nitropyrimidin-4-amine), ClC1=NC=C(C(=N1)NC1=NNC(=C1)OC(C)C)[N+](=O)[O-] (2-chloro-N-(5-isopropoxy-1H-pyrazol-3-yl)-5-nitropyrimidin-4-amine), Cl.FC=1C=CC(=NC1)[C@H](C)N ([(1S)-1-(5-fluoropyridin-2-yl)ethyl]amine hydrochloride), Cl.FC=1C=CC(=NC1)[C@H](C)N ([(1S)-1-(5-fluoropyridin-2-yl)ethyl]amine hydrochloride), C(C)(C)N(CC)C(C)C (diisopropylethylamine). Run in CCCCO (n-BuOH), C(C)(=O)OCC (ethyl acetate). Run at temperature 70 celsius, time 4 hour. The product is FC=1C=CC(=NC1)[C@H](C)NC1=NC=C(C(=N1)NC1=NNC(=C1)OC(C)C)[N+](=O)[O-] (N2-[(1S)-1-(5-Fluoropyridin-2-yl)ethyl]-N4-(5-isopropoxy-1H-pyrazol-3-yl)-5-nitropyrimidine-2,4-diamine). The yield is 74.2%. As a reaction SMILES: Cl[C:2]1[N:7]=[C:6]([NH:8][C:9]2[CH:13]=[C:12]([O:14][CH:15]([CH3:17])[CH3:16])[NH:11][N:10]=2)[C:5]([N+:18]([O-:20])=[O:19])=[CH:4][N:3]=1.Cl.[F:22][C:23]1[CH:24]=[CH:25][C:26]([C@@H:29]([NH2:31])[CH3:30])=[N:27][CH:28]=1.C(N(C(C)C)CC)(C)C>CCCCO.C(OCC)(=O)C>[F:22][C:23]1[CH:24]=[CH:25][C:26]([C@@H:29]([NH:31][C:2]2[N:7]=[C:6]([NH:8][C:9]3[CH:13]=[C:12]([O:14][CH:15]([CH3:17])[CH3:16])[NH:11][N:10]=3)[C:5]([N+:18]([O-:20])=[O:19])=[CH:4][N:3]=2)[CH3:30])=[N:27][CH:28]=1 |f:1.2|. Procedure details: A mixture of 2-chloro-N-(5-isopropoxy-1H-pyrazol-3-yl)-5-nitropyrimidin-4-amine (Intermediate 30, 1.0 g) and [(1S)-1-(5-fluoropyridin-2-yl)ethyl]amine hydrochloride (Intermediate 5, 0.8 g) in n-BuOH (5 mL) with diisopropylethylamine (1 mL) was stirred at 70° C. for 4 hours. The resulting mixture was diluted with ethyl acetate (20 mL), and washed with brine (10 mL×3). The organic layer was dried and concentrated. The resulting residue was separated by silica gel column (Hexane/Ethyl acetate) to y...